From a dataset of the Open Reaction Database (ORD), a public repository of structured organic reaction records. describe an organic reaction: reactants, conditions, products, and yield The reactants are C(#N)C1=CC(NC(N1NC1=C(C=C(C=C1Cl)Cl)Cl)=O)=O (6-cyano-1-(2,4,6-trichloroanilino)-2,4-pyrimidinedione), C(C)SCl (ethylsulfenyl chloride). Run in [OH-].[Na+] (sodium hydroxide), C(Cl)Cl (methylene chloride). Yields the product C(#N)C1=C(C(N(C(N1)=O)SCC)=O)NC1=C(C=C(C=C1Cl)Cl)Cl (6-cyano-3-ethylthio-(2,4,6-trichloroanilino)-2,4-pyrimidinedione), C(#N)C1=CC(NC(N1N(C1=C(C=C(C=C1Cl)Cl)Cl)SCC)=O)=O (6-cyano-1-(N-ethylthio-2,4,6-trichloroanilino)-2,4-pyrimidinedione). Reaction SMILES: [C:1]([C:3]1[N:8]([NH:9][C:10]2[C:15]([Cl:16])=[CH:14][C:13]([Cl:17])=[CH:12][C:11]=2[Cl:18])[C:7](=[O:19])[NH:6][C:5](=[O:20])[CH:4]=1)#[N:2].[CH2:21]([S:23]Cl)[CH3:22]>[OH-].[Na+].C(Cl)Cl>[C:1]([C:3]1[NH:8][C:7](=[O:19])[N:6]([S:23][CH2:21][CH3:22])[C:5](=[O:20])[C:4]=1[NH:9][C:10]1[C:11]([Cl:18])=[CH:12][C:13]([Cl:17])=[CH:14][C:15]=1[Cl:16])#[N:2].[C:1]([C:3]1[N:8]([N:9]([S:23][CH2:21][CH3:22])[C:10]2[C:11]([Cl:18])=[CH:12][C:13]([Cl:17])=[CH:14][C:15]=2[Cl:16])[C:7](=[O:19])[NH:6][C:5](=[O:20])[CH:4]=1)#[N:2] |f:2.3|. Reported procedure: In the same manner as above, 6-cyano-1-(2,4,6-trichloroanilino)-2,4-pyrimidinedione in aqueous sodium hydroxide is reacted with ethylsulfenyl chloride in methylene chloride, followed by chromatography yields the compounds 6-cyano-3-ethylthio-(2,4,6-trichloroanilino)-2,4-pyrimidinedione and 6-cyano-1-(N-ethylthio-2,4,6-trichloroanilino)-2,4-pyrimidinedione. Starting materials: NC1=CC(=C(C#N)C=C1)O (4-amino-2-hydroxybenzonitrile), C(O)([O-])=O.[Na+] (sodium hydrogen carbonate), C(#N)C(C)(C)C=1C=C(C(=O)Cl)C=CC1 (3-(1-cyano-1-methylethyl)benzoyl chloride). The solvent is O1CCCC1 (tetrahydrofuran), O1CCCC1 (tetrahydrofuran). Reaction conditions: time 18 hour. Yields the product C(#N)C1=C(C=C(C=C1)NC(C1=CC(=CC=C1)C(C)(C)C#N)=O)O (N-(4-cyano-3-hydroxyphenyl)-3-(1-cyano-1-methylethyl)benzamide). Isolated yield 44.0%. As a reaction SMILES: [NH2:1][C:2]1[CH:9]=[CH:8][C:5]([C:6]#[N:7])=[C:4]([OH:10])[CH:3]=1.C(=O)([O-])O.[Na+].[C:16]([C:18]([C:21]1[CH:22]=[C:23]([CH:27]=[CH:28][CH:29]=1)[C:24](Cl)=[O:25])([CH3:20])[CH3:19])#[N:17]>O1CCCC1>[C:6]([C:5]1[CH:8]=[CH:9][C:2]([NH:1][C:24](=[O:25])[C:23]2[CH:27]=[CH:28][CH:29]=[C:21]([C:18]([C:16]#[N:17])([CH3:19])[CH3:20])[CH:22]=2)=[CH:3][C:4]=1[OH:10])#[N:7] |f:1.2|. Reported procedure: To a two-layer solution of 4-amino-2-hydroxybenzonitrile (3.16 g, 23.5 mmol) in tetrahydrofuran (80 mL)/1N aqueous sodium hydrogen carbonate solution (80 mL) was added a solution of 3-(1-cyano-1-methylethyl)benzoyl chloride synthesized above in tetrahydrofuran (20 mL), and the mixture was stirred at room temperature for 18 hr. The aqueous layer was separated, and extracted with ethyl acetate (100 mL). The combined organic layer was washed with 5% aqueous sodium hydrogen carbonate solution (100 m... Starting materials: C(C)OC=1C=C2C(=NC(=NC2=CC1O)N1CCOCC1)N1CCC(CC1)N1C(N(C2=CC=C(C=C2C1=O)C)C)=O (3-[1-(6-Ethoxy-7-hydroxy-2-morpholino-4-quinazolinyl)-4-piperidinyl]-1,2,3,4-tetrahydro-1,6-dimethyl-2,4-dioxoquinazoline), C(C)(C)I (isopropyl iodide). The product is C(C)OC=1C=C2C(=NC(=NC2=CC1OC(C)C)N1CCOCC1)N1CCC(CC1)N1C(N(C2=CC=C(C=C2C1=O)C)C)=O (3-[1-(6-Ethoxy-7-isopropoxy-2-morpholino-4-quinazolinyl)-4-piperidinyl]-1,2,3,4-tetrahydro-1,6-dimethyl-2,4-dioxoquinazoline). Isolated yield 31.0%. Reaction SMILES: [CH2:1]([O:3][C:4]1[CH:5]=[C:6]2[C:11](=[CH:12][C:13]=1[OH:14])[N:10]=[C:9]([N:15]1[CH2:20][CH2:19][O:18][CH2:17][CH2:16]1)[N:8]=[C:7]2[N:21]1[CH2:26][CH2:25][CH:24]([N:27]2[C:36](=[O:37])[C:35]3[C:30](=[CH:31][CH:32]=[C:33]([CH3:38])[CH:34]=3)[N:29]([CH3:39])[C:28]2=[O:40])[CH2:23][CH2:22]1)[CH3:2].[CH:41](I)([CH3:43])[CH3:42]>>[CH2:1]([O:3][C:4]1[CH:5]=[C:6]2[C:11](=[CH:12][C:13]=1[O:14][CH:41]([CH3:43])[CH3:42])[N:10]=[C:9]([N:15]1[CH2:20][CH2:19][O:18][CH2:17][CH2:16]1)[N:8]=[C:7]2[N:21]1[CH2:26][CH2:25][CH:24]([N:27]2[C:36](=[O:37])[C:35]3[C:30](=[CH:31][CH:32]=[C:33]([CH3:38])[CH:34]=3)[N:29]([CH3:39])[C:28]2=[O:40])[CH2:23][CH2:22]1)[CH3:2]. Reported procedure: The same procedure as in Example 48 was repeated, using 335 mg (0.61 mmol) of Compound 47 obtained in Example 47, except that isopropyl iodide was used in place of methyl iodide, to give 112 mg (yield: 31%) of Compound 50 as white crystals. The reactants are COC(=O)c1c(Cl)cc(C)nc1Oc1c(C)cc(Cl)cc1C, CSCCC(N)CO. The product is COC(=O)c1c(NC(CO)CCSC)cc(C)nc1Oc1c(C)cc(Cl)cc1C. RXN SMILES: [CH3:1][O:2][C:3]([c:4]1[c:5]([O:12][c:13]2[c:14]([CH3:21])[cH:15][c:16]([Cl:20])[cH:17][c:18]2[CH3:19])[n:6][c:7]([CH3:11])[cH:8][c:9]1[Cl:10])=[O:22].[NH2:23][CH:24]([CH2:25][CH2:26][S:27][CH3:28])[CH2:29][OH:30]>>[CH3:1][O:2][C:3]([c:4]1[c:5]([O:12][c:13]2[c:14]([CH3:21])[cH:15][c:16]([Cl:20])[cH:17][c:18]2[CH3:19])[n:6][c:7]([CH3:11])[cH:8][c:9]1[NH:23][CH:24]([CH2:25][CH2:26][S:27][CH3:28])[CH2:29][OH:30])=[O:22]. Starting materials: OC1=CC2=C(C(CO2)=O)C=C1 (6-hydroxy-(2H)-benzofuran-3-one), C1(=CC=CC=C1)P(C1=CC=CC=C1)(C1=CC=CC=C1)=CC(=O)OC (methyl (triphenylphosphoranylidene)acetate). Solvent: xylenes. Product: COC(CC1=COC2=C1C=CC(=C2)O)=O ((6-Hydroxy-benzofuran-3-yl)-acetic acid methyl ester). RXN SMILES: [OH:1][C:2]1[CH:11]=[CH:10][C:5]2[C:6](=O)[CH2:7][O:8][C:4]=2[CH:3]=1.C1(P(=[CH:31][C:32]([O:34][CH3:35])=[O:33])(C2C=CC=CC=2)C2C=CC=CC=2)C=CC=CC=1>>[CH3:35][O:34][C:32](=[O:33])[CH2:31][C:6]1[C:5]2[CH:10]=[CH:11][C:2]([OH:1])=[CH:3][C:4]=2[O:8][CH:7]=1. Reported procedure: A mixture of 6-hydroxy-(2H)-benzofuran-3-one (5.0 g, 33.3 mmol), methyl (triphenylphosphoranylidene)acetate (25.0 g, 73 mmol), and xylenes (100 mL) is refluxed 6 hr. The reaction is concentrated and diluted with enough 1M aqueous hydrochloric acid to adjust pH to 2-3. The product is extracted into ethyl acetate (3×100 mL). The combined extracts are dried over anhydrous magnesium sulfate, filtered and concentrated. The residue is purified via silica chromatography eluting with 7:3 hexanes:ethyl a... Reactants: COC(C1=C(C=C(C=C1)CCCC)OC)=O (4-n-butyl-2-methoxybenzoic acid methyl ester), Cl (HCl). Run in CO (methanol), [OH-].[Na+] (sodium hydroxide). Reaction conditions: time 8 hour. The product is C(CCC)C1=CC(=C(C(=O)O)C=C1)OC (4-n-Butyl-2-methoxybenzoic Acid). Yield: 72.6%. Reaction SMILES: C[O:2][C:3](=[O:16])[C:4]1[CH:9]=[CH:8][C:7]([CH2:10][CH2:11][CH2:12][CH3:13])=[CH:6][C:5]=1[O:14][CH3:15].Cl>CO.[OH-].[Na+]>[CH2:10]([C:7]1[CH:8]=[CH:9][C:4]([C:3]([OH:16])=[O:2])=[C:5]([O:14][CH3:15])[CH:6]=1)[CH2:11][CH2:12][CH3:13] |f:3.4|. Procedure details: A mixture of 4-bromo-2-methoxybenzoic acid methyl ester (3.0 g, 0.0122 mole), lithium chloride (1.56 g), tetra butyl tin (4.51 g) and bis (triphenyl phosphine palladium (II) chloride (214 mg, 0.3 mmol) were heated at 100° C. for 24h. The solvent was then removed in vacuo and the residue taken up in dichloromethane. The black solid was removed by filtration and the filtrate concentrated in vacuo to give a yellow oil. The oil was purified by column chromatography (Biotage) on silica gel using 10% ... The reactants are C(C)OC(=O)N1CCC2=C(C=3CC(CC3C=C2)(F)F)CC1 (2,2-Difluoro-1,3,6,7,9,10-hexahydro-2H-8-aza-cyclohepta[e]indene-8-carboxylic acid ethyl ester), [Si](C)(C)(C)I (TMSI). Run in C(Cl)(Cl)Cl (chloroform). Run at temperature 60 celsius. Product: FC1(CC=2C=CC3=C(C2C1)CCNCC3)F (2,2-Difluoro-1,2,3,6,7,8,9,10-octahydro-8-aza-cyclohepta[e]indene). Yield: 57.6%. As a reaction SMILES: C(OC([N:6]1[CH2:21][CH2:20][C:10]2[C:11]3[CH2:12][C:13]([F:19])([F:18])[CH2:14][C:15]=3[CH:16]=[CH:17][C:9]=2[CH2:8][CH2:7]1)=O)C.[Si](I)(C)(C)C>C(Cl)(Cl)Cl>[F:19][C:13]1([F:18])[CH2:12][C:11]2[C:10]3[CH2:20][CH2:21][NH:6][CH2:7][CH2:8][C:9]=3[CH:17]=[CH:16][C:15]=2[CH2:14]1. Reported procedure: To a stirred solution of the product from step (c) (20 mg, 0.07 mmol) in chloroform (2 ml) was added TMSI (0.092 ml, 0.7 mmol). The reaction mixture was heated to 60° C. for 6 hours after which LCMS indicated no starting material. The reaction mixture was cooled to RT and the volatiles were removed in vacuo. The residue was dissolved in 1N HCl (10 ml) and washed with diethyl ether (3×). The aqueous layer pH was then adjusted to 12 by addition of 2M NaOH. The aqueous mixture was then extracted wi...